From a dataset of the Open Reaction Database (ORD), a public repository of structured organic reaction records. describe an organic reaction: reactants, conditions, products, and yield Reactants: O=C([O-])[O-], Cc1ccccc1, CCO, Cc1ncc(NC(=O)c2cccc(C(F)(F)F)c2)cc1I, [K+], [K+], O=[N+]([O-])c1cccc(B(O)O)c1, O, c1ccc(P(c2ccccc2)(c2ccccc2)[Pd](P(c2ccccc2)(c2ccccc2)c2ccccc2)(P(c2ccccc2)(c2ccccc2)c2ccccc2)P(c2ccccc2)(c2ccccc2)c2ccccc2)cc1. The product is Cc1ncc(NC(=O)c2cccc(C(F)(F)F)c2)cc1-c1cccc([N+](=O)[O-])c1. Reaction SMILES: [C:34](=[O:35])([O-:36])[O-:37].[CH3:40][c:41]1[cH:42][cH:43][cH:44][cH:45][cH:46]1.[CH3:47][CH2:48][OH:49].[I:13][c:14]1[cH:15][c:16]([NH:21][C:22]([c:23]2[cH:24][c:25]([C:29]([F:30])([F:31])[F:32])[cH:26][cH:27][cH:28]2)=[O:33])[cH:17][n:18][c:19]1[CH3:20].[K+:38].[K+:39].[N+:1](=[O:2])([O-:3])[c:4]1[cH:5][c:6]([B:10]([OH:11])[OH:12])[cH:7][cH:8][cH:9]1.[OH2:50].[cH:51]1[cH:52][cH:53][c:54]([P:55]([Pd:56]([P:57]([c:58]2[cH:59][cH:60][cH:61][cH:62][cH:63]2)([c:64]2[cH:65][cH:66][cH:67][cH:68][cH:69]2)[c:70]2[cH:71][cH:72][cH:73][cH:74][cH:75]2)([P:76]([c:77]2[cH:78][cH:79][cH:80][cH:81][cH:82]2)([c:83]2[cH:84][cH:85][cH:86][cH:87][cH:88]2)[c:89]2[cH:90][cH:91][cH:92][cH:93][cH:94]2)[P:95]([c:96]2[cH:97][cH:98][cH:99][cH:100][cH:101]2)([c:102]2[cH:103][cH:104][cH:105][cH:106][cH:107]2)[c:108]2[cH:109][cH:110][cH:111][cH:112][cH:113]2)([c:114]2[cH:115][cH:116][cH:117][cH:118][cH:119]2)[c:120]2[cH:121][cH:122][cH:123][cH:124][cH:125]2)[cH:126][cH:127]1>>[N+:1](=[O:2])([O-:3])[c:4]1[cH:5][c:6](-[c:14]2[cH:15][c:16]([NH:21][C:22]([c:23]3[cH:24][c:25]([C:29]([F:30])([F:31])[F:32])[cH:26][cH:27][cH:28]3)=[O:33])[cH:17][n:18][c:19]2[CH3:20])[cH:7][cH:8][cH:9]1. The reactants are C(C)(C)(C)OC(=O)N1[C@@H](CCC1)CNC=1C(=NC(=NC1)C=1C=NC=C(C1)SC)OC1=CC=C(C=C1)OC (2-(S)-{[4-(4-Methoxy-phenoxy)-2-(5-methylsulfanyl-pyridin-3-yl)-pyrimidin-5-ylamino]-methyl}-pyrrolidine-1-carboxylic acid tert-butyl ester), COC1=CC=C(C=C1)O (4-Methoxyphenol), CSC=1C=C(C=NC1)B(O)O (5-(methylthio)pyridin-3-yl boronic acid). Yields the product C(C)(C)(C)OC(=O)N1[C@@H](CCC1)CNC=1C(=NC(=NC1)C=1C=NC=C(C1)OC)OC1=CC(=CC=C1)O (2-(S)-{[4-(3-Hydroxy-phenoxy)-2-(5-methoxy-pyridin-3-yl)-pyrimidin-5-ylamino]-methyl}-pyrrolidine-1-carboxylic acid tert-butyl ester). RXN SMILES: [C:1]([O:5][C:6]([N:8]1[CH2:12][CH2:11][CH2:10][C@H:9]1[CH2:13][NH:14][C:15]1[C:16]([O:29][C:30]2[CH:35]=[CH:34][C:33](OC)=[CH:32][CH:31]=2)=[N:17][C:18]([C:21]2[CH:22]=[N:23][CH:24]=[C:25](SC)[CH:26]=2)=[N:19][CH:20]=1)=[O:7])([CH3:4])([CH3:3])[CH3:2].[CH3:38][O:39]C1C=CC(O)=CC=1.CSC1C=C(B(O)[OH:56])C=NC=1>>[C:1]([O:5][C:6]([N:8]1[CH2:12][CH2:11][CH2:10][C@H:9]1[CH2:13][NH:14][C:15]1[C:16]([O:29][C:30]2[CH:35]=[CH:34][CH:33]=[C:32]([OH:56])[CH:31]=2)=[N:17][C:18]([C:21]2[CH:22]=[N:23][CH:24]=[C:25]([O:39][CH3:38])[CH:26]=2)=[N:19][CH:20]=1)=[O:7])([CH3:3])([CH3:4])[CH3:2]. Procedure details: The title compound was prepared in a same manner to Compound 1g in Example 1. Using an adaptation of the method described in Procedure A-D, substituting 3-Hydroxy-phenol for 4-Methoxyphenol in Procedure A and substituting 5-Methoxy-pyridin-3-yl boronic acid for Compound 1f in Procedure D, the title Compound 10a was obtained. MS: m/z 494.2 (M+H)+. Reactants: N#N (N2), [OH-].[K+] (potassium hydroxide), COC12C(CC(C=C1)CC2)C(=O)OC (methyl 1-methoxybicyclo[2.2.2]oct-5-ene-2-carboxylate). Solvent: O (H2O), CO (methanol), O (H2O). The product is COC12C(CC(C=C1)CC2)C(=O)O (1-Methoxybicyclo[2.2.2]oct-5-ene-2-carboxylic Acid). Yield: 87.8%. As a reaction SMILES: N#N.[OH-].[K+].[CH3:5][O:6][C:7]12[CH2:14][CH2:13][CH:10]([CH:11]=[CH:12]1)[CH2:9][CH:8]2[C:15]([O:17]C)=[O:16]>CO.O>[CH3:5][O:6][C:7]12[CH2:14][CH2:13][CH:10]([CH:11]=[CH:12]1)[CH2:9][CH:8]2[C:15]([OH:17])=[O:16] |f:1.2|. Reported procedure: In a 3 liter flask equipped with a mechanical stirrer, thermometer, reflux condenser, addition funnel and N2 atmosphere, potassium hydroxide (4.59 mole) was dissolved in methanol (1 L). To the resulting hot solution was added, over a five minute period, methyl 1-methoxybicyclo[2.2.2]oct-5-ene-2-carboxylate (1.53 mole) and the resulting light brown solution was heated to reflux for 5 hours. The reaction was then diluted with H2O (700 ml) and stripped under reduced pressure to a tan slimy solid. T... Starting materials: O=C([O-])O, CC(=O)O, O=Nc1c(-c2ccccc2)nn2ccccc12, [Na+], [Zn]. Product: CC(=O)Nc1c(-c2ccccc2)nn2ccccc12. RXN SMILES: [C:18](=[O:19])([OH:20])[O-:21].[CH3:23][C:24]([OH:25])=[O:26].[N:1](=[O:2])[c:3]1[c:4](-[c:12]2[cH:13][cH:14][cH:15][cH:16][cH:17]2)[n:5][n:6]2[c:7]1[cH:8][cH:9][cH:10][cH:11]2.[Na+:22].[Zn:27]>>[NH:1]([c:3]1[c:4](-[c:12]2[cH:13][cH:14][cH:15][cH:16][cH:17]2)[n:5][n:6]2[c:7]1[cH:8][cH:9][cH:10][cH:11]2)[C:24]([CH3:23])=[O:25]. Reactants: iv, ClS(=O)(=O)C1=CC=C(C=C1)CCNC(=O)C1=NC=C(N=C1)C (N-[2-[4-(chlorosulfonyl)phenyl]ethyl]-5-methyl pyrazine-carboxamide), N (ammonia). Product: NS(=O)(=O)C1=CC=C(C=C1)CCNC(=O)C1=NC=C(N=C1)C (N-[2-[4-(aminosulfonyl)phenyl]ethyl]-5-methylpyrazine carboxamide). Reaction SMILES: Cl[S:2]([C:5]1[CH:10]=[CH:9][C:8]([CH2:11][CH2:12][NH:13][C:14]([C:16]2[CH:21]=[N:20][C:19]([CH3:22])=[CH:18][N:17]=2)=[O:15])=[CH:7][CH:6]=1)(=[O:4])=[O:3].[NH3:23]>>[NH2:23][S:2]([C:5]1[CH:10]=[CH:9][C:8]([CH2:11][CH2:12][NH:13][C:14]([C:16]2[CH:21]=[N:20][C:19]([CH3:22])=[CH:18][N:17]=2)=[O:15])=[CH:7][CH:6]=1)(=[O:4])=[O:3]. Procedure: treating 5-methylpyrazine-2-carboxylic acid of the formula VIII: ##STR10## with methanol under reflux to obtain 5-methylpyrazine-2-carboxylic acid methyl ester of the formula VIII A ##STR11## ii) reacting 5-methylpyrazine-2-carboxylic acid methyl ester of the formula VIII A with 2-phenylethylamine of the formula II: ##STR12## at 100° to 200° C. to obtain 5-methylpyrazine 2-(2-phenylethyl) carboxamide of the formula IX: ##STR13## iii) chlorosulfonating the 5-methylpyrazine-2(2-phenylethyl)carboxa... Procedure: To a solution of 0.1 Mol 4-nitro-3-methyl-2-butenol in benzene at 5° C. was added dropwise 0.036 Mol of phosphorous tribromide. The solvent was evaporated and the dark residue distilled through a vigreux column. Bp 100°/1 mm Hg. The solvent is C1=CC=CC=C1 (benzene). Yields the product BrCC=C(C[N+](=O)[O-])C (1-bromo-3-methyl-4-nitro-2-butene). The reactants are [N+](=O)([O-])CC(=CCO)C (4-nitro-3-methyl-2-butenol), P(Br)(Br)Br (phosphorous tribromide). RXN SMILES: [N+:1]([CH2:4][C:5]([CH3:9])=[CH:6][CH2:7]O)([O-:3])=[O:2].P(Br)(Br)[Br:11]>C1C=CC=CC=1>[Br:11][CH2:7][CH:6]=[C:5]([CH3:9])[CH2:4][N+:1]([O-:3])=[O:2]. The reactants are C(CC)(=O)O (Propionic acid), C(=O)([O-])[O-].[Cs+].[Cs+] (Cs2CO3), BrCC(=O)C1=CC=C(C=C1)S(=O)(=O)C (2-bromo-1-[4-(methylsulfonyl)phenyl]ethanone). Run in CO (MeOH). Procedure details: Propionic acid (1.5 mL, 20 mmol) was added over a period of 30 min to a stirred suspension of Cs2CO3 (3.30 g, 10 mmol) in MeOH (20 mL). The reaction mixture was concentrated and the residue was suspended in DMF (25 mL), to which was added 2-bromo-1-[4-(methylsulfonyl)phenyl]ethanone (5.00 g, 18 mmol). The mixture was stirred at 25° C. for 16 h, and then partitioned between H2O (100 mL) and EtOAc/hexane (20/100 mL). The organic layer was separated, washed with water (3×200 mL), dried over anhydro... Conditions: temperature 25 celsius, time 16 hour. As a reaction SMILES: [C:1]([OH:5])(=[O:4])[CH2:2][CH3:3].C([O-])([O-])=O.[Cs+].[Cs+].Br[CH2:13][C:14]([C:16]1[CH:21]=[CH:20][C:19]([S:22]([CH3:25])(=[O:24])=[O:23])=[CH:18][CH:17]=1)=[O:15]>CO>[C:1]([O:5][CH2:13][C:14]([C:16]1[CH:17]=[CH:18][C:19]([S:22]([CH3:25])(=[O:24])=[O:23])=[CH:20][CH:21]=1)=[O:15])(=[O:4])[CH2:2][CH3:3] |f:1.2.3|. The product is C(CC)(=O)OCC(=O)C1=CC=C(C=C1)S(=O)(=O)C (2-[4-(methylsulfonyl)phenyl]-2-oxoethyl propionate).